Dataset: the Open Reaction Database (ORD), a public repository of structured organic reaction records. Task: describe an organic reaction: reactants, conditions, products, and yield The reactants are COC(=O)c1ccc([N+](=O)[O-])c(O)c1, Cl, CC(C)OC(=O)N=NC(=O)OC(C)C, c1ccc(P(c2ccccc2)c2ccccc2)cc1, OCc1cccnc1. Product: COC(=O)c1ccc([N+](=O)[O-])c(OCc2cccnc2)c1. Reaction SMILES: [CH3:1][O:2][C:3]([c:4]1[cH:5][c:6]([OH:13])[c:7]([N+:10](=[O:11])[O-:12])[cH:8][cH:9]1)=[O:14].[ClH:56].[O:42]=[C:43]([O:44][CH:45]([CH3:46])[CH3:47])[N:48]=[N:49][C:50]([O:51][CH:52]([CH3:53])[CH3:54])=[O:55].[c:15]1([P:16]([c:17]2[cH:18][cH:19][cH:20][cH:21][cH:22]2)[c:23]2[cH:24][cH:25][cH:26][cH:27][cH:28]2)[cH:29][cH:30][cH:31][cH:32][cH:33]1.[n:34]1[cH:35][c:36]([CH2:40][OH:41])[cH:37][cH:38][cH:39]1>>[CH3:1][O:2][C:3]([c:4]1[cH:5][c:6]([O:13][CH2:40][c:36]2[cH:35][n:34][cH:39][cH:38][cH:37]2)[c:7]([N+:10](=[O:11])[O-:12])[cH:8][cH:9]1)=[O:14].